Dataset: the Open Reaction Database (ORD), a public repository of structured organic reaction records. Task: describe an organic reaction: reactants, conditions, products, and yield The reactants are COC=1C=C2CCCC(C2=CC1)NCC(=O)O (N-(6-Methoxy-1,2,3,4-tetrahydro-1-naphthyl)glycine), C(C)(=O)SCC(C(=O)Cl)C (3-acetylthio-2-methylpropionyl chloride), O (water). Run in CC(=O)N(C)C (dimethylacetamide). Reaction conditions: time 2 hour. Yields the product C(C)(=O)SCC(C(=O)N(CC(=O)O)C1CCCC2=CC(=CC=C12)OC)C (N-(3-acetylthio-2-methylpropionyl)-N-(6-methoxy-1,2,3,4-tetrahydro-1-naphthyl)glycine). Isolated yield 39.3%. Reaction SMILES: [CH3:1][O:2][C:3]1[CH:4]=[C:5]2[C:10](=[CH:11][CH:12]=1)[CH:9]([NH:13][CH2:14][C:15]([OH:17])=[O:16])[CH2:8][CH2:7][CH2:6]2.[C:18]([S:21][CH2:22][CH:23]([CH3:27])[C:24](Cl)=[O:25])(=[O:20])[CH3:19].O>CC(N(C)C)=O>[C:18]([S:21][CH2:22][CH:23]([CH3:27])[C:24]([N:13]([CH:9]1[C:10]2[C:5](=[CH:4][C:3]([O:2][CH3:1])=[CH:12][CH:11]=2)[CH2:6][CH2:7][CH2:8]1)[CH2:14][C:15]([OH:17])=[O:16])=[O:25])(=[O:20])[CH3:19]. Reported procedure: N-(6-Methoxy-1,2,3,4-tetrahydro-1-naphthyl)glycine (3.0 g) is suspended in 30 ml of dimethylacetamide, then 3.3 g of 3-acetylthio-2-methylpropionyl chloride is added dropwise with stirring at room temperature, and thereafter stirring is continued at room temperature for 2 hours. The reaction mixture is poured into 200 ml of water, and extracted with 200 ml of ethyl acetate. The extract is washed with 20 ml of 10% hydrochloric acid and with water, and dried over anhydrous sodium sulfate. Ethyl ac... The reactants are O=C(Cl)C1CC1, O=C1N=C(N2CCNC(CO)C2)SC1=Cc1ccc2c(cnn2Cc2ccc(C(F)(F)F)cc2C(F)(F)F)c1. Product: O=C1N=C(N2CCN(C(=O)C3CC3)C(CO)C2)SC1=Cc1ccc2c(cnn2Cc2ccc(C(F)(F)F)cc2C(F)(F)F)c1. Reaction SMILES: [CH:40]1([C:43](=[O:44])[Cl:45])[CH2:41][CH2:42]1.[F:1][C:2]([c:3]1[c:4]([CH2:5][n:6]2[n:7][cH:8][c:9]3[cH:10][c:11]([CH:15]=[C:16]4[C:17](=[O:29])[N:18]=[C:19]([N:21]5[CH2:22][CH:23]([CH2:27][OH:28])[NH:24][CH2:25][CH2:26]5)[S:20]4)[cH:12][cH:13][c:14]23)[cH:30][cH:31][c:32]([C:34]([F:35])([F:36])[F:37])[cH:33]1)([F:38])[F:39]>>[F:1][C:2]([c:3]1[c:4]([CH2:5][n:6]2[n:7][cH:8][c:9]3[cH:10][c:11]([CH:15]=[C:16]4[C:17](=[O:29])[N:18]=[C:19]([N:21]5[CH2:22][CH:23]([CH2:27][OH:28])[N:24]([C:43]([CH:40]6[CH2:41][CH2:42]6)=[O:44])[CH2:25][CH2:26]5)[S:20]4)[cH:12][cH:13][c:14]23)[cH:30][cH:31][c:32]([C:34]([F:35])([F:36])[F:37])[cH:33]1)([F:38])[F:39]. The reactants are O=CCN1S(NCC2=C1C=CC=C2)(=O)=O (3,4-dihydro-1-(2-oxoethyl)-1H-2,1,3-benzothiadiazine-2,2-dioxide), FC1=CC=C2C(=CNC2=C1)C1=CCNCC1 (4-(6-fluoroindol-3-yl)-1,2,5,6-tetrahydropyridine), 4A, N1=CC=CC=C1.B (Borane-pyridine), [OH-].[Na+] (sodium hydroxide). Solvent: CO (methanol), CO (methanol), O (water). Run at time 8 hour. The product is FC1=CC=C2C(=CNC2=C1)C1=CCN(CC1)CCN1S(N=CC2=C1C=CC=C2)(=O)=O (1-(2-[4-(6-fluoroindol-3-yl)-1,2,5,6-tetrahydro-1-pyridyl]-1-ethyl}-1H-2,1,3-benzothiadiazine-2,2-dioxide). RXN SMILES: O=[CH:2][CH2:3][N:4]1[C:9]2[CH:10]=[CH:11][CH:12]=[CH:13][C:8]=2[CH2:7][NH:6][S:5]1(=[O:15])=[O:14].[F:16][C:17]1[CH:25]=[C:24]2[C:20]([C:21]([C:26]3[CH2:31][CH2:30][NH:29][CH2:28][CH:27]=3)=[CH:22][NH:23]2)=[CH:19][CH:18]=1.N1C=CC=CC=1.B.[OH-].[Na+]>CO.O>[F:16][C:17]1[CH:25]=[C:24]2[C:20]([C:21]([C:26]3[CH2:31][CH2:30][N:29]([CH2:2][CH2:3][N:4]4[C:9]5[CH:10]=[CH:11][CH:12]=[CH:13][C:8]=5[CH:7]=[N:6][S:5]4(=[O:15])=[O:14])[CH2:28][CH:27]=3)=[CH:22][NH:23]2)=[CH:19][CH:18]=1 |f:2.3,4.5|. Reported procedure: To a dry 100 ml round bottomed flask containing powdered molecular sieves 4A (1.5 g) was added 3,4-dihydro-1-(2-oxoethyl)-1H-2,1,3-benzothiadiazine-2,2-dioxide (0.8 g, 3.54 mmol) in methanol (30 ml)and 4-(6-fluoroindol-3-yl)-1,2,5,6-tetrahydropyridine (0.76 g) dissolved in methanol (10 ml). Borane-pyridine (1 ml) was added after 1 hour and the solution stirred overnight. 5 MHCl (10 ml) was added followed by 50% sodium hydroxide solution(5 ml) and water(5 ml). Solution was filtered through celite... Starting materials: CO, CC(=O)O, CCOC(C)=O, O=C(O)Cc1ccc(-c2ncc(C(F)(F)F)cc2Cl)cc1[N+](=O)[O-], [Fe]. Product: O=C1Cc2ccc(-c3ncc(C(F)(F)F)cc3Cl)cc2N1. Reaction SMILES: [CH3:25][OH:26].[CH3:27][C:28](=[O:29])[OH:30].[CH3:31][CH2:32][O:33][C:34](=[O:35])[CH3:36].[Cl:1][c:2]1[c:3](-[c:12]2[cH:13][c:14]([N+:22]([O-:23])=[O:24])[c:15]([CH2:18][C:19](=[O:20])[OH:21])[cH:16][cH:17]2)[n:4][cH:5][c:6]([C:8]([F:9])([F:10])[F:11])[cH:7]1.[Fe:37]>>[Cl:1][c:2]1[c:3](-[c:12]2[cH:13][c:14]3[c:15]([cH:16][cH:17]2)[CH2:18][C:19](=[O:21])[NH:22]3)[n:4][cH:5][c:6]([C:8]([F:9])([F:10])[F:11])[cH:7]1. The reactants are ice, COC(CCC\C=C/C[C@@H]1[C@H]([C@@H](C[C@H]1Cl)O[Si](C)(C)C(C)(C)C)C1=CC=C(C=C1)CO)=O ((Z)-7-[(1R,2S,3R,5R)-3-(tert-Butyl-dimethyl-silanyloxy)-5-chloro-2-(4-hydroxymethyl-phenyl)-cyclopentyl]-hept-5-enoic acid methyl ester), C[N+]1(CCOCC1)[O-] (NMO). The reagents and catalysts are CCC[N+](CCC)(CCC)CCC.[O-][Ru](=O)(=O)=O (TPAP). Solvent: ClCCl (dichloromethane). Conditions: temperature 0 celsius, time 5 minute. Yields the product COC(CCC\C=C/C[C@@H]1[C@H]([C@@H](C[C@H]1Cl)O[Si](C)(C)C(C)(C)C)C1=CC=C(C=C1)C=O)=O ((Z)-7-[(1R,2S,3R,5R)-3-(tert-Butyl-dimethyl-silanyloxy)-5-chloro-2-(4-formyl-phenyl)-cyclopentyl]-hept-5-enoic acid methyl ester). The yield is 79.7%. Reaction SMILES: [CH3:1][O:2][C:3](=[O:32])[CH2:4][CH2:5][CH2:6]/[CH:7]=[CH:8]\[CH2:9][C@H:10]1[C@H:14]([Cl:15])[CH2:13][C@@H:12]([O:16][Si:17]([C:20]([CH3:23])([CH3:22])[CH3:21])([CH3:19])[CH3:18])[C@@H:11]1[C:24]1[CH:29]=[CH:28][C:27]([CH2:30][OH:31])=[CH:26][CH:25]=1.C[N+]1([O-])CCOCC1>ClCCl.CCC[N+](CCC)(CCC)CCC.[O-][Ru](=O)(=O)=O>[CH3:1][O:2][C:3](=[O:32])[CH2:4][CH2:5][CH2:6]/[CH:7]=[CH:8]\[CH2:9][C@H:10]1[C@H:14]([Cl:15])[CH2:13][C@@H:12]([O:16][Si:17]([C:20]([CH3:23])([CH3:22])[CH3:21])([CH3:19])[CH3:18])[C@@H:11]1[C:24]1[CH:29]=[CH:28][C:27]([CH:30]=[O:31])=[CH:26][CH:25]=1 |f:3.4|. Reported procedure: An ice cold mixture of 9-1 (43 mg, 0.089 mmol), 4 Å molecular sieves (56 mg) and NMO (16 mg, 0.14 mmol) in dichloromethane (0.5 mL) was treated with TPAP (3 mg, 0.009 mmol). The mixture was stirred for 5 min. at 0° C. and then for 1 h at room temperature. The mixture was then filtered through a pad of silica gel, washing with ethyl acetate. The solvents were evaporated and the residue was purified by flash chromatography on silica gel (10% ethyl acetate/hexanes) to give 9-2 (34 mg, 79%).